The task is: describe an organic reaction: reactants, conditions, products, and yield. This data is from the Open Reaction Database (ORD), a public repository of structured organic reaction records. Starting materials: C1CCOC1, Cc1ccccc1C1=CC(N=[N+]=[N-])CCCC1, O, c1ccc(P(c2ccccc2)c2ccccc2)cc1, c1ccc(P(c2ccccc2)c2ccccc2)cc1. The product is Cc1ccccc1C1=CC(N)CCCC1. Reaction SMILES: [CH2:57]1[O:58][CH2:59][CH2:60][CH2:61]1.[N:40](=[N+:41]=[N-:42])[CH:43]1[CH:44]=[C:45]([c:50]2[c:51]([CH3:56])[cH:52][cH:53][cH:54][cH:55]2)[CH2:46][CH2:47][CH2:48][CH2:49]1.[OH2:1].[c:21]1([P:22]([c:23]2[cH:24][cH:25][cH:26][cH:27][cH:28]2)[c:29]2[cH:30][cH:31][cH:32][cH:33][cH:34]2)[cH:35][cH:36][cH:37][cH:38][cH:39]1.[c:2]1([P:3]([c:4]2[cH:5][cH:6][cH:7][cH:8][cH:9]2)[c:10]2[cH:11][cH:12][cH:13][cH:14][cH:15]2)[cH:16][cH:17][cH:18][cH:19][cH:20]1>>[NH2:40][CH:43]1[CH:44]=[C:45]([c:50]2[c:51]([CH3:56])[cH:52][cH:53][cH:54][cH:55]2)[CH2:46][CH2:47][CH2:48][CH2:49]1. Starting materials: imine, ClC1=CC=C(C=O)C=C1 (ρ-chlorobenzaldehyde), C(C1=CC=CC=C1)N (benzylamine), P(O)(O)O (phosphorous acid), Cl (hydrochloric acid). Run in C([O-])([O-])=O.[Na+].[Na+] (sodium carbonate). The product is C(C1=CC=CC=C1)NC(C1=CC=C(C=C1)Cl)P(O)(O)=O (N-benzyl α-amino ρ-chlorobenzylphosphonic acid). As a reaction SMILES: [Cl:1][C:2]1[CH:9]=[CH:8][C:5]([CH:6]=O)=[CH:4][CH:3]=1.[CH2:10]([NH2:17])[C:11]1[CH:16]=[CH:15][CH:14]=[CH:13][CH:12]=1.[P:18]([OH:21])([OH:20])[OH:19].Cl>C(=O)([O-])[O-].[Na+].[Na+]>[CH2:10]([NH:17][CH:6]([P:18](=[O:19])([OH:21])[OH:20])[C:5]1[CH:8]=[CH:9][C:2]([Cl:1])=[CH:3][CH:4]=1)[C:11]1[CH:16]=[CH:15][CH:14]=[CH:13][CH:12]=1 |f:4.5.6|. Reported procedure: A mixture of the imine of ρ-chlorobenzaldehyde and benzylamine (44 g) and phosphorous acid (15.7 g) was heated with stirring. The mixture became liquid and homogeneous at 75°-80° and at 100°-115° reaction commenced raising the temperature to 140°-150°. Upon cooling the reaction mass set to a glass which was dissolved in aqueous sodium carbonate solution. Addition of hydrochloric acid precipitated a white solid which upon drying yielded N-benzyl α-amino ρ-chlorobenzylphosphonic acid, mp 226°-30°,... Reactants: CO, COC(=O)C1(C(=O)OC)CC1, [K+], [OH-]. Product: COC(=O)C1(C(=O)O)CC1. Reaction SMILES: [CH3:14][OH:15].[CH3:3][O:4][C:5](=[O:6])[C:7]1([C:10](=[O:11])[O:12][CH3:13])[CH2:8][CH2:9]1.[K+:2].[OH-:1]>>[CH3:3][O:4][C:5](=[O:6])[C:7]1([C:10](=[O:11])[OH:12])[CH2:8][CH2:9]1. The reactants are CN(C)C=O, Cc1ccc(S(=O)(=O)OCC2COc3ccc4[nH]c(=O)oc4c3O2)cc1, [N-]=[N+]=[N-], [Na+]. The product is [N-]=[N+]=NCC1COc2ccc3[nH]c(=O)oc3c2O1. As a reaction SMILES: [CH3:31][N:32]([CH3:33])[CH:34]=[O:35].[CH3:5][c:6]1[cH:7][cH:8][c:9]([S:10]([O:11][CH2:16][CH:17]2[O:18][c:19]3[c:20]([cH:21][cH:22][c:23]4[nH:24][c:25](=[O:28])[o:26][c:27]34)[O:29][CH2:30]2)(=[O:12])=[O:13])[cH:14][cH:15]1.[N-:2]=[N+:3]=[N-:4].[Na+:1]>>[N:2](=[N+:3]=[N-:4])[CH2:16][CH:17]1[O:18][c:19]2[c:20]([cH:21][cH:22][c:23]3[nH:24][c:25](=[O:28])[o:26][c:27]23)[O:29][CH2:30]1. Starting materials: C(C=C)(=O)OCCCCCC(C)C (isooctyl acrylate), N(=NC(C#N)(CC(C)C)C)C(C#N)(CC(C)C)C (2,2′-azobis(2,4-dimethylpentanenitrile)), CC(C)(C#N)N=NC(C)(C)C#N (Vazo), C(C)(=O)OC=C (vinyl acetate), C(C=C)(=O)N (acrylamide). Solvent: CO (methanol), C(C)(=O)OCC (ethyl acetate), C(C)(=O)OCC (ethyl acetate), C(C)(=O)OCC.CO (ethyl acetate methanol), solids. Yields the product C(C=C)(=O)N.C(C=C)(=O)OCCCCCC(C)C.C(C)(=O)OC=C (Isooctyl Acrylate Acrylamide Vinyl Acetate). As a reaction SMILES: [C:1]([O:5][CH2:6][CH2:7][CH2:8][CH2:9][CH2:10][CH:11]([CH3:13])[CH3:12])(=[O:4])[CH:2]=[CH2:3].[C:14]([NH2:18])(=[O:17])[CH:15]=[CH2:16].[C:19]([O:22][CH:23]=[CH2:24])(=[O:21])[CH3:20].N(C(C)(CC(C)C)C#N)=NC(C)(CC(C)C)C#N.CC(N=NC(C#N)(C)C)(C#N)C>C(OCC)(=O)C.CO.C(OCC)(=O)C.CO>[C:14]([NH2:18])(=[O:17])[CH:15]=[CH2:16].[C:1]([O:5][CH2:6][CH2:7][CH2:8][CH2:9][CH2:10][CH:11]([CH3:13])[CH3:12])(=[O:4])[CH:2]=[CH2:3].[C:19]([O:22][CH:23]=[CH2:24])(=[O:21])[CH3:20] |f:5.6,9.10.11|. Procedure: A master batch was prepared by combining 621.0 g of isooctyl acrylate, 41.4 g of acrylamide, 165.6 g of vinyl acetate, 1.656 g of 2,2′-azobis(2,4-dimethylpentanenitrile) (available from the DuPont Company as Vazo™ 52), 884.52 g of ethyl acetate and 87.48 g of methanol. A 400 g portion of the resulting solution was placed in an amber quart bottle. The bottle was purged for two minutes with nitrogen at a flow rate of one liter per minute. The bottle was sealed and placed in a rotating water bath a... Reactants: CC(C)(C)[N+](=O)[O-], CC(=O)O, CCO, O=Cc1c(F)cccc1F, [Zn]. Yields the product CC(C)(C)[N+]([O-])=Cc1c(F)cccc1F. RXN SMILES: [CH3:11][C:12]([CH3:13])([CH3:14])[N+:15](=[O:16])[O-:17].[CH3:18][C:19](=[O:20])[OH:21].[CH3:22][CH2:23][OH:24].[F:1][c:2]1[c:3]([CH:4]=[O:5])[c:6]([F:10])[cH:7][cH:8][cH:9]1.[Zn:25]>>[F:1][c:2]1[c:3]([CH:4]=[N+:15]([C:12]([CH3:11])([CH3:13])[CH3:14])[O-:16])[c:6]([F:10])[cH:7][cH:8][cH:9]1. Starting materials: CCOC(=O)C(C)(C)Oc1ccc(O)cc1C, CCCCP(CCCC)CCCC, Cc1nc(-c2ccc(OC(F)(F)F)cc2)cc(C(F)(F)F)c1CO, C1CCOC1. The product is CCOC(=O)C(C)(C)Oc1ccc(OCc2c(C(F)(F)F)cc(-c3ccc(OC(F)(F)F)cc3)nc2C)cc1C. Reaction SMILES: [CH2:1]([CH3:2])[O:3][C:4]([C:5]([CH3:6])([CH3:7])[O:8][c:9]1[c:10]([CH3:16])[cH:11][c:12]([OH:15])[cH:13][cH:14]1)=[O:17].[CH2:42]([P:43]([CH2:44][CH2:45][CH2:46][CH3:47])[CH2:48][CH2:49][CH2:50][CH3:51])[CH2:52][CH2:53][CH3:54].[CH3:18][c:19]1[n:20][c:21](-[c:31]2[cH:32][cH:33][c:34]([O:37][C:38]([F:39])([F:40])[F:41])[cH:35][cH:36]2)[cH:22][c:23]([C:27]([F:28])([F:29])[F:30])[c:24]1[CH2:25][OH:26].[O:55]1[CH2:56][CH2:57][CH2:58][CH2:59]1>>[CH2:1]([CH3:2])[O:3][C:4]([C:5]([CH3:6])([CH3:7])[O:8][c:9]1[c:10]([CH3:16])[cH:11][c:12]([O:15][CH2:25][c:24]2[c:19]([CH3:18])[n:20][c:21](-[c:31]3[cH:32][cH:33][c:34]([O:37][C:38]([F:39])([F:40])[F:41])[cH:35][cH:36]3)[cH:22][c:23]2[C:27]([F:28])([F:29])[F:30])[cH:13][cH:14]1)=[O:17]. Starting materials: CNC (Dimethylamine), solution, ClC1=C(C=CC(=C1)SC1=CC=C(C=C1)NC(CCl)=O)NC([C@@](C(F)(F)F)(C)OC(C)=O)=O ((R)-N-{2-chloro-4-[4-(2-chloroacetylamino)phenylsulphanyl]phenyl}-2-acetoxy-2-methyl-3,3,3-trifluoropropanamide). The solvent is O (water), CC(=O)C (acetone). The product is ClC1=C(C=CC(=C1)SC1=CC=C(C=C1)NC(CN(C)C)=O)NC([C@@](C(F)(F)F)(C)O)=O ((R)-N-[2-Chloro-4-(4-dimethylaminoacetylaminophenylsulphanyl)phenyl]-2-hydroxy-2methyl-3,3,3-trifluoropropanamide). RXN SMILES: [CH3:1][NH:2][CH3:3].[Cl:4][C:5]1[CH:10]=[C:9]([S:11][C:12]2[CH:17]=[CH:16][C:15]([NH:18][C:19](=[O:22])[CH2:20]Cl)=[CH:14][CH:13]=2)[CH:8]=[CH:7][C:6]=1[NH:23][C:24](=[O:35])[C@:25]([O:31]C(=O)C)([CH3:30])[C:26]([F:29])([F:28])[F:27]>O.CC(C)=O>[Cl:4][C:5]1[CH:10]=[C:9]([S:11][C:12]2[CH:13]=[CH:14][C:15]([NH:18][C:19](=[O:22])[CH2:20][N:2]([CH3:3])[CH3:1])=[CH:16][CH:17]=2)[CH:8]=[CH:7][C:6]=1[NH:23][C:24](=[O:35])[C@:25]([OH:31])([CH3:30])[C:26]([F:28])([F:29])[F:27]. Procedure: Dimethylamine (0.17 ml of a 40% solution in water) was added to a solution of (R)-N-{2-chloro-4-[4-(2-chloroacetylamino)phenylsulphanyl]phenyl}-2-acetoxy-2-methyl-3,3,3-trifluoropropanamide (Method 19) (0.25 g) in acetone (1.5 ml). After 24 hours volatile material was removed by evaporation and the residue was dissolved in ethyl acetate, washed with water, and the organic layer was poured onto a Varian Chem Elut column. Elution with ethyl acetate gave the title compound (0.25 g) as a foam. NMR: ...